From a dataset of the Open Reaction Database (ORD), a public repository of structured organic reaction records. describe an organic reaction: reactants, conditions, products, and yield Starting materials: Cl (HCl), BrC1=CC=C(C=C1)S(=O)(=O)NC1=NC=NS1 (4-bromo-N-(1,2,4-thiadiazol-5-yl)benzenesulfonamide), C(C)(C)(C)OC(NC1CCNCC1)=O (tert-butyl-piperidin-4-ylcarbamate), P (phosphine), CC(C)(C)[O-].[Na+] (NaOtBu). The reagents and catalysts are C=1C=CC(=CC1)/C=C/C(=O)/C=C/C2=CC=CC=C2.C=1C=CC(=CC1)/C=C/C(=O)/C=C/C2=CC=CC=C2.C=1C=CC(=CC1)/C=C/C(=O)/C=C/C2=CC=CC=C2.[Pd].[Pd] (Pd2(dba)3). Run in CCOC(=O)C (EtOAc), O (H2O), C1(=CC=CC=C1)C (toluene). Reaction conditions: temperature 70 celsius, time 3 hour. Product: S1N=CN=C1NS(=O)(=O)C1=CC=C(C=C1)N1CCC(CC1)NC(OC(C)(C)C)=O (tert-Butyl 1-(4-(N-1,2,4-thiadiazol-5-ylsulfamoyl)phenyl)-piperidin-4-ylcarbamate). Isolated yield 7.0%. Reaction SMILES: Br[C:2]1[CH:7]=[CH:6][C:5]([S:8]([NH:11][C:12]2[S:16][N:15]=[CH:14][N:13]=2)(=[O:10])=[O:9])=[CH:4][CH:3]=1.[C:17]([O:21][C:22](=[O:30])[NH:23][CH:24]1[CH2:29][CH2:28][NH:27][CH2:26][CH2:25]1)([CH3:20])([CH3:19])[CH3:18].P.CC([O-])(C)C.[Na+].Cl>C1C=CC(/C=C/C(/C=C/C2C=CC=CC=2)=O)=CC=1.C1C=CC(/C=C/C(/C=C/C2C=CC=CC=2)=O)=CC=1.C1C=CC(/C=C/C(/C=C/C2C=CC=CC=2)=O)=CC=1.[Pd].[Pd].CCOC(C)=O.O.C1(C)C=CC=CC=1>[S:16]1[C:12]([NH:11][S:8]([C:5]2[CH:6]=[CH:7][C:2]([N:27]3[CH2:26][CH2:25][CH:24]([NH:23][C:22](=[O:30])[O:21][C:17]([CH3:19])([CH3:18])[CH3:20])[CH2:29][CH2:28]3)=[CH:3][CH:4]=2)(=[O:10])=[O:9])=[N:13][CH:14]=[N:15]1 |f:3.4,6.7.8.9.10|. Reported procedure: Prepared using general procedure 27. A mixture of 4-bromo-N-(1,2,4-thiadiazol-5-yl)benzenesulfonamide (3.7 g, 11.6 mmol), tert-butyl-piperidin-4-ylcarbamate (2.32 g, 11.6 mmol), Pd2(dba)3 (319 mg, 0.35 mmol), phosphine (415 mg, 1.39 mmol), NaOtBu (3.55 g, 34.8 mmol) and toluene (30 mL) was stirred at 70° C. for 3 h. After allowing the mixture to cool to RT, H2O (50 mL) and EtOAc (50 mL) were added. After acidifying with a 1 M HCl solution to pH 4, the layers were separated, and the aqueous phase... Reactants: C(C1=CC=CC=C1)OC1=CSC(=C1)C(F)(F)F (3-Benzyloxy-5-trifluoromethylthiophen), ClC(Cl)(Cl)Cl (tetrachloromethane), I[Si](C)(C)C (iodotrimethylsilane). Run in O (Water). Reaction conditions: temperature 60 celsius, time 12 hour. Product: OC1=CSC(=C1)C(F)(F)F (3-Hydroxy-5-trifluoromethylthiophen). Isolated yield 66.0%. Reaction SMILES: C([O:8][C:9]1[CH:13]=[C:12]([C:14]([F:17])([F:16])[F:15])[S:11][CH:10]=1)C1C=CC=CC=1.ClC(Cl)(Cl)Cl.I[Si](C)(C)C>O>[OH:8][C:9]1[CH:13]=[C:12]([C:14]([F:17])([F:16])[F:15])[S:11][CH:10]=1. Reported procedure: A mixture of 1G (7.75 g) and tetrachloromethane (50 ml) was treated with iodotrimethylsilane (12.30 ml) and heated to 60° C. for 12 hours. The reaction mixture was stirred at room temperature for 12 hours. Water (50 ml) was added and the resulting reaction mixture was extracted with dichloromethane three times. The combined organic phases were washed with water and dried. The crude reaction mixture was eluted through hexane (100 g/silica gel) to remove benzyliodide and then with diethyl ether. T... The reactants are C(#N)C=1N=CNC1 (4-cyanoimidazole), C(C)(C)[Mg]Br (isopropyl magnesium bromide), [OH-].[Na+] (sodium hydroxide), S(O)(O)(=O)=O (sulfuric acid). Run in C1CCOC1 (THF), C1CCOC1 (THF), O (Water). Conditions: temperature 20 celsius, time 3 hour. Product: N1C=NC(=C1)C(C(C)C)=O (1-(1H-imidazol-4-yl)-2-methyl-1-propanone). Yield: 82.0%. Reaction SMILES: [C:1]([C:3]1[N:4]=[CH:5][NH:6][CH:7]=1)#N.[CH:8]([Mg]Br)([CH3:10])[CH3:9].S(=O)(=O)(O)[OH:14].[OH-].[Na+]>C1COCC1.O>[NH:6]1[CH:7]=[C:3]([C:1](=[O:14])[CH:8]([CH3:10])[CH3:9])[N:4]=[CH:5]1 |f:3.4|. Procedure: A solution of 4-cyanoimidazole (42.7 g , 0.458 mol) in THF (500 ml) was added dropwise over 30 min to a solution (1.4 L, 1.47 mol, 3.2 equivalents) of 1.1 M isopropyl magnesium bromide in THF at 0 to 10° C. under a nitrogen atmosphere. The mixture was stirred at 15 to 25° C. for 3 h. Water (430 ml) and 10% aqueous sulfuric acid solution (860 ml) were successively added dropwise, and the mixture was stirred at 30 min. A 30% aqueous sodium hydroxide solution was added dropwise to adjust the pH to ...